From a dataset of the Open Reaction Database (ORD), a public repository of structured organic reaction records. describe an organic reaction: reactants, conditions, products, and yield The reactants are C1=CN(C=N1)C(=O)N2C=CN=C2 (CDI), N1=C(C=CC=C1)CO (pyridine-2-methanol), N1=C(C=CC=C1)CO (Pyridine-2-methanol), C(C)(C)(C)OC(NC=1C(=NC(=CC1)C1=CC=CC=C1)NC(C1=CC=C(C=C1)CN)=O)=O (Tert-butyl(2-{[4-(aminomethyl)benzoyl]amino}-6-phenylpyridin-3-yl)carbamate), TEA, C1CCC2=NCCCN2CC1 (DBU), amine, C1=CN(C=N1)C(=O)N2C=CN=C2 (CDI). Run in C1CCOC1 (THF). Conditions: time 1 hour. Yields the product N1=C(C=CC=C1)COC(NCC1=CC=C(C=C1)C(=O)NC1=NC(=CC=C1NC(=O)OC(C)(C)C)C1=CC=CC=C1)=O (Pyridin-2-ylmethyl{4-[({3-[(tert-butoxycarbonyl)amino]-6-phenylpyridin-2-yl}amino)carbonyl]benzyl}carbamate). As a reaction SMILES: [N:1]1[CH:6]=[CH:5][CH:4]=[CH:3][C:2]=1[CH2:7][OH:8].C1N=CN([C:14](N2C=NC=C2)=[O:15])C=1.[C:21]([O:25][C:26](=[O:51])[NH:27][C:28]1[C:29]([NH:40][C:41](=[O:50])[C:42]2[CH:47]=[CH:46][C:45]([CH2:48][NH2:49])=[CH:44][CH:43]=2)=[N:30][C:31]([C:34]2[CH:39]=[CH:38][CH:37]=[CH:36][CH:35]=2)=[CH:32][CH:33]=1)([CH3:24])([CH3:23])[CH3:22].C1CCN2C(=NCCC2)CC1>C1COCC1>[N:1]1[CH:6]=[CH:5][CH:4]=[CH:3][C:2]=1[CH2:7][O:8][C:14](=[O:15])[NH:49][CH2:48][C:45]1[CH:44]=[CH:43][C:42]([C:41]([NH:40][C:29]2[C:28]([NH:27][C:26]([O:25][C:21]([CH3:24])([CH3:22])[CH3:23])=[O:51])=[CH:33][CH:32]=[C:31]([C:34]3[CH:39]=[CH:38][CH:37]=[CH:36][CH:35]=3)[N:30]=2)=[O:50])=[CH:47][CH:46]=1. Procedure details: Pyridine-2-methanol (0.0345 ml, 0.358 mmol) was added to a 0° C. cooled mixture of CDI (58.0 mg, 0.358 mmol) in THF (5 mL) and the reaction was stirred at room temperature for 1 h. Tert-butyl(2-{[4-(aminomethyl)benzoyl]amino}-6-phenylpyridin-3-yl)carbamate (150 mg, 0.358 mmol) was added to the reaction with TEA (0.050 ml, 0.358 mmol) and DBU (0.054 ml, 0.358 mmol) and the reaction stirred for 2 hours. LC/MS indicated the presence of the addition of the free amine to the CDI and thus another equi... The reactants are BrC1=CC2=C(N=C(O2)C2=CC=C(C=C2)CBr)C=C1 (6-bromo-2-(4-bromomethyl-phenyl)-benzoxazole), N1(CCNCC1)C(=O)OC(C)(C)C (tert.-butyl piperazine-1-carboxylate). Yields the product BrC1=CC2=C(N=C(O2)C2=CC=C(CN3CCN(CC3)C(=O)OC(C)(C)C)C=C2)C=C1 (tert-butyl 4-[4-(6-bromo-benzoxazol-2-yl)-benzyl]-piperazine-1-carboxylate). As a reaction SMILES: [Br:1][C:2]1[CH:18]=[CH:17][C:5]2[N:6]=[C:7]([C:9]3[CH:14]=[CH:13][C:12]([CH2:15]Br)=[CH:11][CH:10]=3)[O:8][C:4]=2[CH:3]=1.[N:19]1([C:25]([O:27][C:28]([CH3:31])([CH3:30])[CH3:29])=[O:26])[CH2:24][CH2:23][NH:22][CH2:21][CH2:20]1>>[Br:1][C:2]1[CH:18]=[CH:17][C:5]2[N:6]=[C:7]([C:9]3[CH:14]=[CH:13][C:12]([CH2:15][N:22]4[CH2:21][CH2:20][N:19]([C:25]([O:27][C:28]([CH3:31])([CH3:30])[CH3:29])=[O:26])[CH2:24][CH2:23]4)=[CH:11][CH:10]=3)[O:8][C:4]=2[CH:3]=1. Reported procedure: Preparation is carried out analogously to 4.1.g-2 from 6-bromo-2-(4-bromomethyl-phenyl)-benzoxazole and tert.-butyl piperazine-1-carboxylate.